This data is from the Open Reaction Database (ORD), a public repository of structured organic reaction records. The task is: describe an organic reaction: reactants, conditions, products, and yield The product is CC(C)(C)OC(=O)N1CCN(c2ccccc2NS(C)(=O)=O)CC1. Reactants: CS(=O)(=O)Cl, CCN(C(C)C)C(C)C, CC(C)(C)OC(=O)N1CCN(c2ccccc2N)CC1, c1ccncc1. As a reaction SMILES: [CH3:21][S:22]([Cl:23])(=[O:24])=[O:25].[CH:26]([N:27]([CH2:28][CH3:29])[CH:30]([CH3:31])[CH3:32])([CH3:33])[CH3:34].[NH2:1][c:2]1[c:3]([N:8]2[CH2:9][CH2:10][N:11]([C:14](=[O:15])[O:16][C:17]([CH3:18])([CH3:19])[CH3:20])[CH2:12][CH2:13]2)[cH:4][cH:5][cH:6][cH:7]1.[cH:35]1[cH:36][cH:37][n:38][cH:39][cH:40]1>>[NH:1]([c:2]1[c:3]([N:8]2[CH2:9][CH2:10][N:11]([C:14](=[O:15])[O:16][C:17]([CH3:18])([CH3:19])[CH3:20])[CH2:12][CH2:13]2)[cH:4][cH:5][cH:6][cH:7]1)[S:22]([CH3:21])(=[O:24])=[O:25].